Dataset: the Open Reaction Database (ORD), a public repository of structured organic reaction records. Task: describe an organic reaction: reactants, conditions, products, and yield The reactants are ClC1=CC(=C(N=N1)OC)C(C)O (1-(6-Chloro-3-methoxy-pyridazin-4-yl)-ethanol). The reagents and catalysts are [O-2].[O-2].[Mn+4] (manganese dioxide). Run in O1CCCC1 (tetrahydrofuran). Reaction conditions: time 48 hour. The product is ClC1=CC(=C(N=N1)OC)C(C)=O (1-(6-Chloro-3-methoxy-pyridazin-4-yl)-ethanone). RXN SMILES: [Cl:1][C:2]1[N:7]=[N:6][C:5]([O:8][CH3:9])=[C:4]([CH:10]([OH:12])[CH3:11])[CH:3]=1>O1CCCC1.[O-2].[O-2].[Mn+4]>[Cl:1][C:2]1[N:7]=[N:6][C:5]([O:8][CH3:9])=[C:4]([C:10](=[O:12])[CH3:11])[CH:3]=1 |f:2.3.4|. Procedure details: 3.85 g 1-(6-Chloro-3-methoxy-pyridazin-4-yl)-ethanol is dissolved in 300 ml tetrahydrofuran and 35.5 g of manganese dioxide is added. The reaction is stirred for 48 h at RT. Solids are removed by filtration, and the solvent is removed under reduced pressure. The product is purified and separated from 1-(3-chloro-6-methoxy-pyridazin-4-yl)-ethanone by silica gel chromatography, eluting with a gradient of ethyl acetate in heptane. Yield 2.4 g. LC-MS (ES+) 187 (M+H)+. Product: CCOCCn1c(CN2CCN(CCc3c(C)nc4n(C)ccn4c3=O)CC2)nc2cccnc21. The reactants are CCOCCn1c(CN2CCNCC2)nc2cccnc21, CC(=O)CC(C)C, Cc1nc2n(C)ccn2c(=O)c1CCCl, [Na+], [Na+], O=C([O-])[O-]. As a reaction SMILES: [CH2:16]([CH3:17])[O:18][CH2:19][CH2:20][n:21]1[c:22]([CH2:30][N:31]2[CH2:32][CH2:33][NH:34][CH2:35][CH2:36]2)[n:23][c:24]2[c:25]1[n:26][cH:27][cH:28][cH:29]2.[CH3:43][CH:44]([CH3:45])[CH2:46][C:47](=[O:48])[CH3:49].[Cl:1][CH2:2][CH2:3][c:4]1[c:5]([CH3:15])[n:6][c:7]2[n:8]([c:9]1=[O:10])[cH:11][cH:12][n:13]2[CH3:14].[Na+:37].[Na+:38].[O-:39][C:40](=[O:41])[O-:42]>>[CH2:2]([CH2:3][c:4]1[c:5]([CH3:15])[n:6][c:7]2[n:8]([c:9]1=[O:10])[cH:11][cH:12][n:13]2[CH3:14])[N:34]1[CH2:33][CH2:32][N:31]([CH2:30][c:22]2[n:21]([CH2:20][CH2:19][O:18][CH2:16][CH3:17])[c:25]3[c:24]([n:23]2)[cH:29][cH:28][cH:27][n:26]3)[CH2:36][CH2:35]1.